From a dataset of the Open Reaction Database (ORD), a public repository of structured organic reaction records. describe an organic reaction: reactants, conditions, products, and yield The reactants are CC(C#C)(C)C (3,3-dimethyl-1-butyne), C([O-])([O-])=O.[Cs+].[Cs+] (cesium carbonate), tBu XPhos palladacycle, N1=CC(=CC=C1)B(O)O (pyridin-3-ylboronic acid), N1=CC(=CC=C1)B(O)O (pyridin-3-ylboronic acid), BrC=1C=C2C(=NC1)OC1=CC=C(C=C1[C@@]21COCC(=N1)N)I ((S)-3-bromo-7-iodo-2′,6′-dihydrospiro[chromeno[2,3-b]pyridine-5,3′-[1,4]oxazin]-5′-amine), C([O-])([O-])=O.[K+].[K+] (potassium carbonate). The reagents and catalysts are C1=CC=C(C=C1)P([C-]2C=CC=C2)C3=CC=CC=C3.C1=CC=C(C=C1)P([C-]2C=CC=C2)C3=CC=CC=C3.Cl[Pd]Cl.[Fe+2].C(Cl)Cl (PdCl2(dppf) CH2Cl2). Run in O (water), O1CCOCC1 (Dioxane), CC1CCCO1 (2-MeTHF), CC1CCCO1 (2-MeTHF). Run at temperature 100 celsius. The product is CC(C#CC=1C=C2C(=NC1)OC1=CC=C(C=C1[C@@]21COCC(=N1)N)C=1C=NC=CC1)(C)C ((S)-3-(3,3-dimethylbut-1-ynyl)-7-(pyridin-3-yl)-2′,6′-dihydrospiro[chromeno[2,3-b]pyridine-5,3′-[1,4]oxazin]-5′-amine). Isolated yield 19.8%. As a reaction SMILES: [N:1]1[CH:6]=[CH:5][CH:4]=[C:3](B(O)O)[CH:2]=1.Br[C:11]1[CH:12]=[C:13]2[C@@:24]3([N:29]=[C:28]([NH2:30])[CH2:27][O:26][CH2:25]3)[C:23]3[C:18](=[CH:19][CH:20]=[C:21](I)[CH:22]=3)[O:17][C:14]2=[N:15][CH:16]=1.C(=O)([O-])[O-].[K+].[K+].[CH3:38][C:39]([CH3:43])([CH3:42])[C:40]#[CH:41].C(=O)([O-])[O-].[Cs+].[Cs+]>CC1OCCC1.C1C=CC(P(C2C=CC=CC=2)[C-]2C=CC=C2)=CC=1.C1C=CC(P(C2C=CC=CC=2)[C-]2C=CC=C2)=CC=1.Cl[Pd]Cl.[Fe+2].C(Cl)Cl.O.O1CCOCC1>[CH3:38][C:39]([CH3:43])([CH3:42])[C:40]#[C:41][C:11]1[CH:12]=[C:13]2[C@@:24]3([N:29]=[C:28]([NH2:30])[CH2:27][O:26][CH2:25]3)[C:23]3[C:18](=[CH:19][CH:20]=[C:21]([C:3]4[CH:2]=[N:1][CH:6]=[CH:5][CH:4]=4)[CH:22]=3)[O:17][C:14]2=[N:15][CH:16]=1 |f:2.3.4,6.7.8,10.11.12.13.14|. Procedure: A vial was charged with pyridin-3-ylboronic acid (0.027 g, 0.222 mmol), PdCl2(dppf)-CH2Cl2-adduct (8.65 mg, 10.59 μmol), (S)-3-bromo-7-iodo-2′,6′-dihydrospiro[chromeno[2,3-b]pyridine-5,3′-[1,4]oxazin]-5′-amine (0.100 g, 0.212 mmol), and potassium carbonate (0.117 g, 0.847 mmol). Dioxane (5 mL) and water (0.5 mL) were added. The vial was flushed with argon, and heated to 100° C. for 1 hour. An additional portion of pyridin-3-ylboronic acid (0.027 g, 0.222 mmol) was added, and the reaction mixture... Reactants: [Na] (sodium), N1=CC=C(C=C1)CCC1=CC=C(C=C1)O (4-[2-(4-pyridinyl)-ethyl]-phenol), ClCCCSC1=C(C(=O)O)C=CC=C1 (2-(3-chloropropylthio)-benzoic acid). The solvent is CC(C)O (2-propanol). Yields the product N1=CC=C(C=C1)CCC1=CC=C(OCCCSC2=C(C(=O)O)C=CC=C2)C=C1 (2-{3-{4-[2-(4-Pyridinyl)-ethyl]-phenoxy}-propylthio}-benzoic acid). Yield: 18.4%. Reaction SMILES: [Na].[N:2]1[CH:7]=[CH:6][C:5]([CH2:8][CH2:9][C:10]2[CH:15]=[CH:14][C:13]([OH:16])=[CH:12][CH:11]=2)=[CH:4][CH:3]=1.Cl[CH2:18][CH2:19][CH2:20][S:21][C:22]1[CH:30]=[CH:29][CH:28]=[CH:27][C:23]=1[C:24]([OH:26])=[O:25]>CC(O)C>[N:2]1[CH:7]=[CH:6][C:5]([CH2:8][CH2:9][C:10]2[CH:11]=[CH:12][C:13]([O:16][CH2:18][CH2:19][CH2:20][S:21][C:22]3[CH:30]=[CH:29][CH:28]=[CH:27][C:23]=3[C:24]([OH:26])=[O:25])=[CH:14][CH:15]=2)=[CH:4][CH:3]=1 |^1:0|. Procedure details: To the solution of 1.3 g (58 mmol) sodium in 100 ml ethanol one adds 5.7 g (29 mmol) 4-[2-(4-pyridinyl)-ethyl]-phenol, stirs for 10 min at room temperature, adds thereto 6.7 g (29 mmol) 2-(3-chloropropylthio)-benzoic acid and heats under reflux for 12 h. One allows to cool, filters, evaporates the filtrate, takes up in water, washes with ether, adjusts the aqueous phase to pH 5 and extracts with dichloromethane. After chromatography of the extract on silica gel and trituration with ligroin, one ... Starting materials: C(#N)C1=CC=C(C=C1)N1N=CC(=C1C=1C(N(C(N(C1C)C1=CC(=CC=C1)C(F)(F)F)=O)C)=O)S(=O)(=O)O (1-(4-cyanophenyl)-5-(3,6-dimethyl-2,4-dioxo-1-(3-trifluoromethylphenyl)-1,2,3,4-tetrahydropyrimidin-5-yl)-1H-pyrazole-4-sulfonic acid), P(=O)(Cl)(Cl)Cl (phosphorus oxychloride). Solvent: C(C)#N (acetonitrile). Run at temperature 90 celsius, time 2 hour. The product is C(#N)C1=CC=C(C=C1)N1N=CC(=C1C=1C(N(C(N(C1C)C1=CC(=CC=C1)C(F)(F)F)=O)C)=O)S(=O)(=O)Cl (1-(4-cyanophenyl)-5-(3,6-dimethyl-2,4-dioxo-1-(3-trifluoromethylphenyl)-1,2,3,4-tetrahydropyrimidin-5-yl)-1H-pyrazole-4-sulfonylchloride). RXN SMILES: [C:1]([C:3]1[CH:8]=[CH:7][C:6]([N:9]2[C:13]([C:14]3[C:15](=[O:33])[N:16]([CH3:32])[C:17](=[O:31])[N:18]([C:21]4[CH:26]=[CH:25][CH:24]=[C:23]([C:27]([F:30])([F:29])[F:28])[CH:22]=4)[C:19]=3[CH3:20])=[C:12]([S:34]([OH:37])(=O)=[O:35])[CH:11]=[N:10]2)=[CH:5][CH:4]=1)#[N:2].P(Cl)(Cl)([Cl:40])=O>C(#N)C>[C:1]([C:3]1[CH:8]=[CH:7][C:6]([N:9]2[C:13]([C:14]3[C:15](=[O:33])[N:16]([CH3:32])[C:17](=[O:31])[N:18]([C:21]4[CH:26]=[CH:25][CH:24]=[C:23]([C:27]([F:30])([F:29])[F:28])[CH:22]=4)[C:19]=3[CH3:20])=[C:12]([S:34]([Cl:40])(=[O:37])=[O:35])[CH:11]=[N:10]2)=[CH:5][CH:4]=1)#[N:2]. Procedure: To a suspension of the compound prepared in Example 191 (10.0 g) in acetonitrile (70 ml) was added phosphorus oxychloride (7.04 ml) and the resulting mixture was stirred at 90° C. for two hours. The mixture was concentrated on evaporator instrument under reduced pressure and to the residue were then added ethyl acetate (50 ml) and hexane (50 ml) and the mixture was stirred for thirty minutes. The precipitated solids were collected by filtration and washed with ethyl acetate/hexane=1/1 to afford ... Reactants: CCOCC, O=S(Cl)Cl, N=C(N)NCCCC(NS(=O)(=O)c1ccc2sc3ccccc3c2c1)C(=O)O. The product is N=C(N)NCCCC(NS(=O)(=O)c1ccc2sc3ccccc3c2c1)C(=O)Cl. Reaction SMILES: [CH3:29][CH2:30][O:31][CH2:32][CH3:33].[S:34]([Cl:35])([Cl:36])=[O:37].[cH:1]1[c:2]([S:14](=[O:15])(=[O:16])[NH:17][CH:18]([CH2:19][CH2:20][CH2:21][NH:22][C:23]([NH2:24])=[NH:25])[C:26](=[O:27])[OH:28])[cH:3][cH:4][c:5]2[s:6][c:7]3[c:8]([c:9]12)[cH:10][cH:11][cH:12][cH:13]3>>[cH:1]1[c:2]([S:14](=[O:15])(=[O:16])[NH:17][CH:18]([CH2:19][CH2:20][CH2:21][NH:22][C:23]([NH2:24])=[NH:25])[C:26](=[O:28])[Cl:36])[cH:3][cH:4][c:5]2[s:6][c:7]3[c:8]([c:9]12)[cH:10][cH:11][cH:12][cH:13]3. The reactants are O[C@@H]1[C@@H]2[C@]3(C=CC(C=C3[C@H](C[C@H]2[C@@H]2CC[C@](C(CO)=O)([C@]2(C1)C)OC(CC(C)C)=O)C)=O)C (11β,21-dihydroxy-17-isovaleryloxy-6α-methyl-1,4-pregnadiene-3,20-dione), C(C)(=O)OC(C)=O (acetic anhydride). Run in N1=CC=CC=C1 (pyridine). Product: C(C)(=O)OCC([C@]1(CC[C@H]2[C@@H]3C[C@@H](C4=CC(C=C[C@]4(C)[C@H]3[C@H](C[C@]12C)O)=O)C)OC(CC(C)C)=O)=O (21-acetoxy-11β-hydroxy-6α-methyl-17-isovaleryloxy-1,4-pregnadiene-3,20-dione). Reaction SMILES: [OH:1][C@H:2]1[CH2:22][C@@:21]2([CH3:23])[C@@H:13]([CH2:14][CH2:15][C@:16]2([O:24][C:25](=[O:30])[CH2:26][CH:27]([CH3:29])[CH3:28])[C:17](=[O:20])[CH2:18][OH:19])[C@H:12]2[C@H:3]1[C@:4]1([CH3:33])[C:9]([C@@H:10]([CH3:31])[CH2:11]2)=[CH:8][C:7](=[O:32])[CH:6]=[CH:5]1.[C:34](OC(=O)C)(=[O:36])[CH3:35]>N1C=CC=CC=1>[C:34]([O:19][CH2:18][C:17](=[O:20])[C@:16]1([O:24][C:25](=[O:30])[CH2:26][CH:27]([CH3:29])[CH3:28])[C@:21]2([CH3:23])[C@H:13]([C@H:12]3[C@H:3]([C@@H:2]([OH:1])[CH2:22]2)[C@:4]2([CH3:33])[C:9](=[CH:8][C:7](=[O:32])[CH:6]=[CH:5]2)[C@@H:10]([CH3:31])[CH2:11]3)[CH2:14][CH2:15]1)(=[O:36])[CH3:35]. Procedure details: Analogously to Example 2c, 1.5 g of 11β,21-dihydroxy-17-isovaleryloxy-6α-methyl-1,4-pregnadiene-3,20-dione is reacted in 15 ml of pyridine with 7.5 ml of acetic anhydride, worked up, and purified, thus isolating 980 mg of 21-acetoxy-11β-hydroxy-6α-methyl-17-isovaleryloxy-1,4-pregnadiene-3,20-dione, mp 172° C. Starting materials: ClC=1C=C(C(=O)OO)C=CC1 (3-chloroperoxybenzoic acid), C(=O)([O-])[O-].[Na+].[Na+] (Na2CO3), C(C)C1=CC2=C(N=C(N=C2)SC)N(C1=O)C=1C=C(C=CC1)NC(OC(C)(C)C)=O (tert-butyl (3-(6-ethyl-2-(methylthio)-7-oxopyrido[2,3-d]pyrimidin-8(7H)-yl)phenyl)carbamate), solution. Solvent: C(Cl)Cl (DCM), C(Cl)Cl (DCM). Conditions: temperature 0 celsius, time 1 hour. Product: C(C)C1=CC2=C(N=C(N=C2)S(=O)C)N(C1=O)C=1C=C(C=CC1)NC(OC(C)(C)C)=O (tert-butyl (3-(6-ethyl-2-(methylsulfinyl)-7-oxopyrido[2,3-d]pyrimidin-8(7H)-yl)phenyl)carbamate). Yield: 90.9%. RXN SMILES: [CH2:1]([C:3]1[C:14](=[O:15])[N:13]([C:16]2[CH:17]=[C:18]([NH:22][C:23](=[O:29])[O:24][C:25]([CH3:28])([CH3:27])[CH3:26])[CH:19]=[CH:20][CH:21]=2)[C:6]2[N:7]=[C:8]([S:11][CH3:12])[N:9]=[CH:10][C:5]=2[CH:4]=1)[CH3:2].ClC1C=C(C=CC=1)C(OO)=[O:35].C([O-])([O-])=O.[Na+].[Na+]>C(Cl)Cl>[CH2:1]([C:3]1[C:14](=[O:15])[N:13]([C:16]2[CH:17]=[C:18]([NH:22][C:23](=[O:29])[O:24][C:25]([CH3:28])([CH3:27])[CH3:26])[CH:19]=[CH:20][CH:21]=2)[C:6]2[N:7]=[C:8]([S:11]([CH3:12])=[O:35])[N:9]=[CH:10][C:5]=2[CH:4]=1)[CH3:2] |f:2.3.4|. Procedure: At 0° C., a suspension of tert-butyl (3-(6-ethyl-2-(methylthio)-7-oxopyrido[2,3-d]pyrimidin-8(7H)-yl)phenyl)carbamate (55) (720 mg, 1.75 mmol) in DCM (15 mL) was treated with 3-chloroperoxybenzoic acid (70 wt. %, 460 mg, 1.87 mmol) in one portion and stirred at 0° C. for 1 h. The reaction mixture was diluted with DCM (15 mL), and treated with ice and a 10% solution of Na2CO3 (ca. 10 mL). The DCM layer was separated and the aqueous layer was extracted with an additional amount of DCM (2×50 mL), d...